From a dataset of the Open Reaction Database (ORD), a public repository of structured organic reaction records. describe an organic reaction: reactants, conditions, products, and yield The reactants are COC(=O)c1cc(S(C)(=O)=O)c(Oc2cccc(S(F)(F)(F)(F)F)c2)cc1C, CC(C)(C)[O-], [Cl-], [K+], NC(N)=[NH2+], CN(C)C=O. Product: Cc1cc(Oc2cccc(S(F)(F)(F)(F)F)c2)c(S(C)(=O)=O)cc1C(=O)NC(=N)N. Reaction SMILES: [CH3:12][S:13](=[O:14])(=[O:15])[c:16]1[c:17]([O:27][c:28]2[cH:29][c:30]([S:34]([F:35])([F:36])([F:37])([F:38])[F:39])[cH:31][cH:32][cH:33]2)[cH:18][c:19]([CH3:26])[c:20]([C:21](=[O:22])[O:23][CH3:24])[cH:25]1.[CH3:6][C:7]([CH3:8])([O-:9])[CH3:10].[Cl-:1].[K+:11].[NH2:2][C:3]([NH2:4])=[NH2+:5].[O:40]=[CH:41][N:42]([CH3:43])[CH3:44]>>[NH:2]=[C:3]([NH2:4])[NH:5][C:21]([c:20]1[c:19]([CH3:26])[cH:18][c:17]([O:27][c:28]2[cH:29][c:30]([S:34]([F:35])([F:36])([F:37])([F:38])[F:39])[cH:31][cH:32][cH:33]2)[c:16]([S:13]([CH3:12])(=[O:14])=[O:15])[cH:25]1)=[O:22]. The reactants are ClC1=C(C(=O)NC2=CC=C(C(=O)Cl)C=C2)C=CC(=C1)Cl (4-[(2,4-dichlorobenzoyl)amino]benzoyl chloride), N1=CN=CC=2CCNC3=C(C21)C=CC=C3 (5,6-dihydro-7H-pyrimido[5,4-d]-[1]benzazepine). Solvent: N1=CC=CC=C1 (pyridine). Yields the product N1=CN=CC=2CCN(C3=C(C21)C=CC=C3)C(=O)C3=CC=C(C=C3)NC(C3=C(C=C(C=C3)Cl)Cl)=O (N-[4-[(5,6-Dihydro-7H-pyrimido[5,4-d][1]benzazepin-7-yl) carbonyl]phenyl]-2,4-dichlorobenzamide). Reaction SMILES: [Cl:1][C:2]1[CH:19]=[C:18]([Cl:20])[CH:17]=[CH:16][C:3]=1[C:4]([NH:6][C:7]1[CH:15]=[CH:14][C:10]([C:11](Cl)=[O:12])=[CH:9][CH:8]=1)=[O:5].[N:21]1[C:31]2[C:30]3[CH:32]=[CH:33][CH:34]=[CH:35][C:29]=3[NH:28][CH2:27][CH2:26][C:25]=2[CH:24]=[N:23][CH:22]=1>N1C=CC=CC=1>[N:21]1[C:31]2[C:30]3[CH:32]=[CH:33][CH:34]=[CH:35][C:29]=3[N:28]([C:11]([C:10]3[CH:14]=[CH:15][C:7]([NH:6][C:4](=[O:5])[C:3]4[CH:16]=[CH:17][C:18]([Cl:20])=[CH:19][C:2]=4[Cl:1])=[CH:8][CH:9]=3)=[O:12])[CH2:27][CH2:26][C:25]=2[CH:24]=[N:23][CH:22]=1. Reported procedure: As described for Example 1, 5 mmol of 4-[(2,4-dichlorobenzoyl)amino]benzoyl chloride is reacted with 5 mmol of 5,6-dihydro-7H-pyrimido[5,4-d]-[1]benzazepine in pyridine to give the product as a solid. Starting materials: C1CCOC1, CCOC(C)=O, CC1(C)OCC(CC2(C)CC(c3cccc(Cl)c3)C(c3ccc(Cl)cc3)N(C3C=CCC3)C2=O)O1, Cl. Yields the product CC1(CC(O)CO)CC(c2cccc(Cl)c2)C(c2ccc(Cl)cc2)N(C2C=CCC2)C1=O. RXN SMILES: [CH2:37]1[O:38][CH2:39][CH2:40][CH2:41]1.[CH3:42][CH2:43][O:44][C:45]([CH3:46])=[O:47].[Cl:1][c:2]1[cH:3][c:4]([CH:8]2[CH2:9][C:10]([CH3:27])([CH2:28][CH:29]3[O:30][C:31]([CH3:34])([CH3:35])[O:32][CH2:33]3)[C:11](=[O:26])[N:12]([CH:21]3[CH:22]=[CH:23][CH2:24][CH2:25]3)[CH:13]2[c:14]2[cH:15][cH:16][c:17]([Cl:20])[cH:18][cH:19]2)[cH:5][cH:6][cH:7]1.[ClH:36]>>[Cl:1][c:2]1[cH:3][c:4]([CH:8]2[CH2:9][C:10]([CH3:27])([CH2:28][CH:29]([OH:30])[CH2:33][OH:32])[C:11](=[O:26])[N:12]([CH:21]3[CH:22]=[CH:23][CH2:24][CH2:25]3)[CH:13]2[c:14]2[cH:15][cH:16][c:17]([Cl:20])[cH:18][cH:19]2)[cH:5][cH:6][cH:7]1. Reactants: C(C)(C)(C)OC(CN([C@H](C)C1=CC=CC=C1)S(=O)(=O)C1=CC=C2C(=CN=C(C2=C1)NC(=N)N)Cl)=O (N-[(4-Chloro-1-guanidino-7-isoquinolinyl)sulphonyl]-N-[(1R)-1-phenylethyl]glycine t-butyl ester). The solvent is CCOC(=O)C (EtOAc), Cl (HCl). Reaction conditions: time 4 hour. Yields the product Cl.ClC1=CN=C(C2=CC(=CC=C12)S(=O)(=O)N(CC(=O)O)[C@H](C)C1=CC=CC=C1)NC(=N)N (N-[(4-Chloro-1-guanidino-7-isoquinolinyl)sulphonyl]-N-[(1R)-1-phenylethyl]glycine hydrochloride). The yield is 147.4%. As a reaction SMILES: C([O:5][C:6](=[O:35])[CH2:7][N:8]([S:17]([C:20]1[CH:29]=[C:28]2[C:23]([C:24]([Cl:34])=[CH:25][N:26]=[C:27]2[NH:30][C:31]([NH2:33])=[NH:32])=[CH:22][CH:21]=1)(=[O:19])=[O:18])[C@@H:9]([C:11]1[CH:16]=[CH:15][CH:14]=[CH:13][CH:12]=1)[CH3:10])(C)(C)C>CCOC(C)=O.Cl>[ClH:34].[Cl:34][C:24]1[C:23]2[C:28](=[CH:29][C:20]([S:17]([N:8]([C@@H:9]([C:11]3[CH:12]=[CH:13][CH:14]=[CH:15][CH:16]=3)[CH3:10])[CH2:7][C:6]([OH:35])=[O:5])(=[O:18])=[O:19])=[CH:21][CH:22]=2)[C:27]([NH:30][C:31]([NH2:33])=[NH:32])=[N:26][CH:25]=1 |f:3.4|. Procedure details: N-[(4-Chloro-1-guanidino-7-isoquinolinyl)sulphonyl]-N-[(1R)-1-phenylethyl]glycine t-butyl ester (100 mg, 0.19 mmol) was dissolved in a solution of EtOAc saturated with HCl (7.0 mL) and the mixture stirred at room temperature for 4 h. The mixture was concentrated in vacuo and the residue triturated with EtOAc to give N-[(4-Chloro-1-guanidino-7-isoquinolinyl)sulphonyl]-N-[(1R)-1-phenylethyl]glycine hydrochloride (75 mg, 0.14 mmol) as a white powder.